describe an organic reaction: reactants, conditions, products, and yield From a dataset of the Open Reaction Database (ORD), a public repository of structured organic reaction records. Reactants: COc1ccccc1, CS(=O)(=O)O, N, CN1Cc2occc2C(O)C1. Yields the product COc1ccc(C2CN(C)Cc3occc32)cc1. Reaction SMILES: [CH3:12][O:13][c:14]1[cH:15][cH:16][cH:17][cH:18][cH:19]1.[CH3:20][S:21](=[O:22])(=[O:23])[OH:24].[NH3:25].[OH:1][CH:2]1[c:3]2[c:4]([o:9][cH:10][cH:11]2)[CH2:5][N:6]([CH3:8])[CH2:7]1>>[CH:2]1([c:17]2[cH:16][cH:15][c:14]([O:13][CH3:12])[cH:19][cH:18]2)[c:3]2[c:4]([o:9][cH:10][cH:11]2)[CH2:5][N:6]([CH3:8])[CH2:7]1. The reactants are CC(C)(C)c1ccc(C(=O)Cl)cc1, CO, Nc1ccccc1C(=O)NCCc1ncc[nH]1. Yields the product CC(C)(C)c1ccc(C(=O)Nc2ccccc2C(=O)NCCc2ncc[nH]2)cc1. As a reaction SMILES: [C:18]([CH3:19])([CH3:20])([CH3:21])[c:22]1[cH:23][cH:24][c:25]([C:26](=[O:27])[Cl:28])[cH:29][cH:30]1.[CH3:31][OH:32].[NH2:1][c:2]1[c:3]([C:4](=[O:5])[NH:6][CH2:7][CH2:8][c:9]2[nH:10][cH:11][cH:12][n:13]2)[cH:14][cH:15][cH:16][cH:17]1>>[NH:1]([c:2]1[c:3]([C:4](=[O:5])[NH:6][CH2:7][CH2:8][c:9]2[n:10][cH:11][cH:12][nH:13]2)[cH:14][cH:15][cH:16][cH:17]1)[C:26]([c:25]1[cH:24][cH:23][c:22]([C:18]([CH3:19])([CH3:20])[CH3:21])[cH:30][cH:29]1)=[O:27].